describe an organic reaction: reactants, conditions, products, and yield From a dataset of the Open Reaction Database (ORD), a public repository of structured organic reaction records. The reactants are CS(=O)(=O)Cl (Methanesulfonyl chloride), COCC(CO)(C)C (3-methoxy-2,2-dimethylpropan-1-ol), C(C)(C)N(C(C)C)CC (N,N-diisopropylethylamine). The solvent is ClCCl (dichloromethane). Run at time 12 hour. The product is CS(=O)(=O)OCC(COC)(C)C (3-Methoxy-2,2-dimethylpropyl methanesulfonate). As a reaction SMILES: [CH3:1][S:2](Cl)(=[O:4])=[O:3].[CH3:6][O:7][CH2:8][C:9]([CH3:13])([CH3:12])[CH2:10][OH:11].C(N(CC)C(C)C)(C)C>ClCCl>[CH3:1][S:2]([O:11][CH2:10][C:9]([CH3:13])([CH3:12])[CH2:8][O:7][CH3:6])(=[O:4])=[O:3]. Reported procedure: Methanesulfonyl chloride (330 mL) is added dropwise to a solution of 3-methoxy-2,2-dimethylpropan-1-ol (250 mg) and N,N-diisopropylethylamine (1.1 mL) in dichloromethane (3 mL) chilled in an ice bath. The mixture is stirred at room temperature for 12 hours and partitioned between saturated aqueous NaHCO3 solution and dichloromethane. The organic phase is washed with twice with 1 N hydrochloric acid, saturated aqueous NaHCO3 solution and brine. Then the organic phase is dried (MgSO4) and concentr... The reactants are O=C(O)c1ccccc1Br, CC(=O)[O-], COCCOCCOC, Nc1ccc(I)cc1, [K+], [K+], [K], O=C([O-])[O-], O. Yields the product O=C(O)c1ccccc1Nc1ccc(I)cc1. RXN SMILES: [Br:2][c:3]1[c:4]([C:5](=[O:6])[OH:7])[cH:8][cH:9][cH:10][cH:11]1.[CH3:26][C:27](=[O:28])[O-:29].[CH3:30][O:31][CH2:32][CH2:33][O:34][CH2:35][CH2:36][O:37][CH3:38].[I:12][c:13]1[cH:14][cH:15][c:16]([NH2:17])[cH:18][cH:19]1.[K+:20].[K+:21].[K:1].[O-:22][C:23]([O-:24])=[O:25].[OH2:39]>>[c:3]1([NH:17][c:16]2[cH:15][cH:14][c:13]([I:12])[cH:19][cH:18]2)[c:4]([C:5](=[O:6])[OH:7])[cH:8][cH:9][cH:10][cH:11]1.